From a dataset of the Open Reaction Database (ORD), a public repository of structured organic reaction records. describe an organic reaction: reactants, conditions, products, and yield Starting materials: OC(C#CC(=O)OC)C=1C=C2CCCC2=CC1 (methyl 4-hydroxy-4-(5-indanyl)-2-butynoate). Reagents/catalysts: [O-2].[O-2].[Mn+4] (manganese dioxide). Run in C(Cl)Cl (methylene chloride), C(Cl)Cl (methylene chloride). Conditions: time 20 minute. The product is C1CCC2=CC(=CC=C12)C(=O)C#CC(=O)OC (methyl 3-(5-indanylcarbonyl)propiolate). As a reaction SMILES: [OH:1][CH:2]([C:9]1[CH:10]=[C:11]2[C:15](=[CH:16][CH:17]=1)[CH2:14][CH2:13][CH2:12]2)[C:3]#[C:4][C:5]([O:7][CH3:8])=[O:6]>C(Cl)Cl.[O-2].[O-2].[Mn+4]>[CH2:14]1[C:15]2[C:11](=[CH:10][C:9]([C:2]([C:3]#[C:4][C:5]([O:7][CH3:8])=[O:6])=[O:1])=[CH:17][CH:16]=2)[CH2:12][CH2:13]1 |f:2.3.4|. Procedure details: A solution of 6 g (26 mmol) of methyl 4-hydroxy-4-(5-indanyl)-2-butynoate in 200 ml of methylene chloride was added dropwise at 0° to a suspension of 68 g (0.78 mol) of manganese dioxide in 200 ml of methylene chloride. The reaction mixture was stirred at 0° for 20 minutes, filtered over magnesium sulphate and concentrated. The residue was purified by flash chromatography on 500 g of silica gel (elution agent methylene chloride/ethyl acetate 9:1). There was obtained methyl 3-(5-indanylcarbonyl)p... Reactants: [H-].[Li+] (lithium hydride), NC1=CC(=NN1CC1=C(C=CC=C1)F)C(=O)OCC (ethyl 5-amino-1-(2-fluorobenzyl)-1H-pyrazole-3-carboxylate), CN(C)C=O (DMF), IC (iodomethane). Reaction conditions: time 1 hour. Product: CN(C1=CC(=NN1CC1=C(C=CC=C1)F)C(=O)OCC)C (ethyl 5-(dimethylamino)-1-(2-fluorobenzyl)-1H-pyrazole-3-carboxylate). RXN SMILES: NC1[N:6]([CH2:7][C:8]2[CH:13]=[CH:12][CH:11]=[CH:10][C:9]=2[F:14])[N:5]=[C:4]([C:15]([O:17][CH2:18][CH3:19])=[O:16])[CH:3]=1.[H-].[Li+].IC.[CH3:24][N:25]([CH:27]=O)[CH3:26]>>[CH3:26][N:25]([CH3:24])[C:27]1[N:6]([CH2:7][C:8]2[CH:13]=[CH:12][CH:11]=[CH:10][C:9]=2[F:14])[N:5]=[C:4]([C:15]([O:17][CH2:18][CH3:19])=[O:16])[CH:3]=1 |f:1.2|. Reported procedure: 1.96 g of ethyl 5-amino-1-(2-fluorobenzyl)-1H-pyrazole-3-carboxylate 1-8-1 (7.46 mmol, 1.0 eq.) were dissolved in 9.8 mL of dry DMF. Under nitrogen atmosphere 237 mg of lithium hydride (29.8 mmol, 4.0 eq.) were added at 0° C. bath temperature. The mixture was stirred for one hour at this temperature. Then 3.7 mL of iodomethane (59.6 mmol, 8.0 eq.) were added at 0° C. bath temperature. The reaction mixture was stirred then for three days at rt. After the addition of ice it was stirred for 30 minu... Starting materials: ClCl (chlorine), C(C)(=O)N1CCC2=CC=CC=C12 (1-acetyl-indoline), S([O-])(O)=O.[Na+] (sodium bisulfite), O (water). Run in C(C)(=O)O (acetic acid). Yields the product ClC=1C=C2CCN(C2=CC1)C(C)=O (5-chloro-1-acetyl-indoline). Reaction SMILES: [Cl:1]Cl.[C:3]([N:6]1[C:14]2[C:9](=[CH:10][CH:11]=[CH:12][CH:13]=2)[CH2:8][CH2:7]1)(=[O:5])[CH3:4].O.S(=O)(O)[O-].[Na+]>C(O)(=O)C>[Cl:1][C:11]1[CH:10]=[C:9]2[C:14](=[CH:13][CH:12]=1)[N:6]([C:3](=[O:5])[CH3:4])[CH2:7][CH2:8]2 |f:3.4|. Procedure details: 74.5 g (1.05 moles) of chlorine were added with stirring at 20° to 30° C. to a mixture of 161 g (1 mole) of 1-acetyl-indoline in 1,050 ml of glacial acetic acid and the mixture was stirred for 15 minutes after which 8500 ml of water were added thereto with stirring. The mixture was stirred for 30 minutes and sodium bisulfite was added to destroy excess chlorine and was then vacuum filtered. The recovered product was dissolved in 250 ml of hot isopropanol and the mixture was cooled with stirring ... Reactants: C(C=1C(N)=CC=CC1)#N (anthranilonitrile), C(C=C)N=C=O (allyl isocyanate). Reaction conditions: time 2 day. The product is C(C=C)NC(NC1=C(C#N)C=CC=C1)=O (2-(3-allylureido)benzonitrile). Yield: 84.2%. RXN SMILES: [C:1](#[N:9])[C:2]1[C:3](=[CH:5][CH:6]=[CH:7][CH:8]=1)[NH2:4].[CH2:10]([N:13]=[C:14]=[O:15])[CH:11]=[CH2:12]>>[CH2:10]([NH:13][C:14](=[O:15])[NH:4][C:3]1[CH:5]=[CH:6][CH:7]=[CH:8][C:2]=1[C:1]#[N:9])[CH:11]=[CH2:12]. Procedure details: A mixture of anthranilonitrile (10.0 g, 85 mmol) and allyl isocyanate (7.5 mL, 85 mmol) was slightly heated to dissolve. The resulting solution was allowed to stir at room temperature for two days. The solid was collected by filtration and washed with ether (10 mL) to give 14.4 g (100%) of 2-(3-allylureido)benzonitrile. An analytical sample was recrystallized from ethanol. IR (KBr): 3331, 3263, 2226 (CN), 1639 cm-1. 1H NMR (300 MHz, DMSO-d6): δ3.74 (p, 2H, CH2), 5.09 (q, 1H, =CH), 5.17 (q, 1H, =... Reactants: C1(CCCCC1)SC(C#N)(CCCCCN1C(C2=CC=CC=C2C1=O)=O)C1=CC(=C(C=C1)OC)OC (α-(cyclohexylthio)-α-(3,4-dimethoxyphenyl)-1,3-dioxo-2H-isoindole-2-heptanenitrile), O.NN (hydrazine hydrate). Product: NCCCCCC(C#N)(C1=CC(=C(C=C1)OC)OC)SC1CCCCC1 (α-(5-Aminopentyl)-α-(cyclohexylthio)-3,4-dimethoxy benzeneacetonitrile). Yield: 88.8%. Reaction SMILES: [CH:1]1([S:7][C:8]([C:27]2[CH:32]=[CH:31][C:30]([O:33][CH3:34])=[C:29]([O:35][CH3:36])[CH:28]=2)([CH2:11][CH2:12][CH2:13][CH2:14][CH2:15][N:16]2C(=O)C3C(=CC=CC=3)C2=O)[C:9]#[N:10])[CH2:6][CH2:5][CH2:4][CH2:3][CH2:2]1.O.NN>>[NH2:16][CH2:15][CH2:14][CH2:13][CH2:12][CH2:11][C:8]([S:7][CH:1]1[CH2:6][CH2:5][CH2:4][CH2:3][CH2:2]1)([C:27]1[CH:32]=[CH:31][C:30]([O:33][CH3:34])=[C:29]([O:35][CH3:36])[CH:28]=1)[C:9]#[N:10] |f:1.2|. Procedure: The procedure of Example 25 is repeated using 2.0 g of α-(cyclohexylthio)-α-(3,4-dimethoxyphenyl)-1,3-dioxo-2H-isoindole-2-heptanenitrile and 3.0 mL of hydrazine hydrate. This affords 1.32 g of the desired product as a light yellow oil. Calcd for C21H32N2SO2 0.7M H2O: C=64.81, H=8.81, N=7.20, S=8.24 Found C=65.04, H=8.49, N=6.98, S=8.20 The reactants are BrC(Br)(Br)Br, OCC1(Cc2ccccc2)CC1, ClCCl, [Na+], O=C([O-])O, c1ccc(P(c2ccccc2)c2ccccc2)cc1, c1ccncc1. The product is BrCC1(Cc2ccccc2)CC1. Reaction SMILES: [Br:19][C:20]([Br:21])([Br:22])[Br:23].[CH2:1]([c:2]1[cH:3][cH:4][cH:5][cH:6][cH:7]1)[C:8]1([CH2:11][OH:12])[CH2:9][CH2:10]1.[CH2:48]([Cl:49])[Cl:50].[Na+:47].[O-:43][C:44]([OH:45])=[O:46].[c:24]1([P:25]([c:26]2[cH:27][cH:28][cH:29][cH:30][cH:31]2)[c:32]2[cH:33][cH:34][cH:35][cH:36][cH:37]2)[cH:38][cH:39][cH:40][cH:41][cH:42]1.[cH:13]1[cH:14][cH:15][n:16][cH:17][cH:18]1>>[CH2:1]([c:2]1[cH:3][cH:4][cH:5][cH:6][cH:7]1)[C:8]1([CH2:11][Br:19])[CH2:9][CH2:10]1. The reactants are ClC1=CN=NC2=CC(=C(C=C12)OC)OCCCN1CCCC1 (4-chloro-6-methoxy-7-(3-(pyrrolidin-1-yl)propoxy)cinnoline), OC=1C=C2C=CNC2=CC1 (5-hydroxyindole), C([O-])([O-])=O.[K+].[K+] (potassium carbonate). The solvent is CN(C)C=O (DMF). Run at temperature 100 celsius, time 6 hour. Product: N1C=CC2=CC(=CC=C12)OC1=CN=NC2=CC(=C(C=C12)OC)OCCCN1CCCC1 (4-(indol-5-yloxy)-6-methoxy-7-(3-(pyrrolidin-1-yl)propoxy)cinnoline). The yield is 15.4%. RXN SMILES: Cl[C:2]1[C:11]2[C:6](=[CH:7][C:8]([O:14][CH2:15][CH2:16][CH2:17][N:18]3[CH2:22][CH2:21][CH2:20][CH2:19]3)=[C:9]([O:12][CH3:13])[CH:10]=2)[N:5]=[N:4][CH:3]=1.[OH:23][C:24]1[CH:25]=[C:26]2[C:30](=[CH:31][CH:32]=1)[NH:29][CH:28]=[CH:27]2.C(=O)([O-])[O-].[K+].[K+]>CN(C=O)C>[NH:29]1[C:30]2[C:26](=[CH:25][C:24]([O:23][C:2]3[C:11]4[C:6](=[CH:7][C:8]([O:14][CH2:15][CH2:16][CH2:17][N:18]5[CH2:22][CH2:21][CH2:20][CH2:19]5)=[C:9]([O:12][CH3:13])[CH:10]=4)[N:5]=[N:4][CH:3]=3)=[CH:32][CH:31]=2)[CH:27]=[CH:28]1 |f:2.3.4|. Procedure: A suspension of 4-chloro-6-methoxy-7-(3-(pyrrolidin-1-yl)propoxy)cinnoline (200 mg, 0.62 mmol), (prepared as described for the starting material in Example 1), 5-hydroxyindole (100 mg, 0.75 mmol) and potassium carbonate (129 mg, 0.93 mmol) in DMF (3 ml) was stirred at 100° C. for 6 hours. After cooling, the volatiles were removed under vacuum and the residue was purified by column chromatography eluting with methylene chloride/methanol saturated with ammonia (98/2 to 90/10). The fractions contai... Starting materials: ClC1=C(C=CC=C1)C1=NCC=2N(C3=C1C=C(S3)CCC3=CC=C(C=C3)CC(C)C)C(=NN2)C (4-(2-Chlorophenyl)-2-(2-(4-isobutylphenyl)ethyl)-9-methyl-6H-thieno[3,2-f] [1,2,4]triazolo[4,3-a] [1,4]diazepine), C(O)([O-])=O.[Na+] (sodium hydrogencarbonate), C(Cl)(Cl)Cl (Chloroform), ClC=1C=C(C(=O)Cl)C=CC1Cl (3,4-dichlorobenzoyl chloride). Solvent: Cl (hydrochloric acid). Reaction conditions: temperature 60 celsius, time 5 hour. Product: ClC1=C(C(=O)C2=C(SC(=C2)CCC2=CC=C(C=C2)CC(C)C)N2C(=NN=C2C)CNC(C2=CC(=C(C=C2)Cl)Cl)=O)C=CC=C1 (N-(4-(3-(2-chlorobenzoyl)-5-(2-(4-isobutylphenyl)ethyl)thiophen-2-yl)-5-methyl[1,2,4]triazol-3-ylmethyl)-3,4-dichlorobenzamide). Reaction SMILES: [Cl:1][C:2]1[CH:7]=[CH:6][CH:5]=[CH:4][C:3]=1[C:8]1[C:14]2[CH:15]=[C:16]([CH2:18][CH2:19][C:20]3[CH:25]=[CH:24][C:23]([CH2:26][CH:27]([CH3:29])[CH3:28])=[CH:22][CH:21]=3)[S:17][C:13]=2[N:12]2[C:30]([CH3:33])=[N:31][N:32]=[C:11]2[CH2:10][N:9]=1.C(=O)([O-])[OH:35].[Na+].C(Cl)(Cl)Cl.[Cl:43][C:44]1[CH:45]=[C:46]([CH:50]=[CH:51][C:52]=1[Cl:53])[C:47](Cl)=[O:48]>Cl>[Cl:1][C:2]1[CH:7]=[CH:6][CH:5]=[CH:4][C:3]=1[C:8]([C:14]1[CH:15]=[C:16]([CH2:18][CH2:19][C:20]2[CH:25]=[CH:24][C:23]([CH2:26][CH:27]([CH3:29])[CH3:28])=[CH:22][CH:21]=2)[S:17][C:13]=1[N:12]1[C:30]([CH3:33])=[N:31][N:32]=[C:11]1[CH2:10][NH:9][C:47](=[O:48])[C:46]1[CH:50]=[CH:51][C:52]([Cl:53])=[C:44]([Cl:43])[CH:45]=1)=[O:35] |f:1.2|. Reported procedure: 4-(2-Chlorophenyl)-2-(2-(4-isobutylphenyl)ethyl)-9-methyl-6H-thieno[3,2-f] [1,2,4]triazolo[4,3-a] [1,4]diazepine described in Example 1 of Japanese Patent Publication No. 55510/1993 was dissolved in a 5% aqueous hydrochloric acid solution, and the solution was stirred at 60° C. for 5 hours. A saturated aqueous sodium hydrogencarbonate solution was added to the reaction mixture to make the mixture alkaline. Chloroform and 3,4-dichlorobenzoyl chloride were added, and the mixture was stirred under ...